This data is from the Open Reaction Database (ORD), a public repository of structured organic reaction records. The task is: describe an organic reaction: reactants, conditions, products, and yield The reactants are CCOC(=O)C1CCCN1C(=O)Cc1cccc(OCc2nc(-c3ccccc3)oc2C)c1, CO, [Na+], [OH-]. The product is Cc1oc(-c2ccccc2)nc1COc1cccc(CC(=O)N2CCCC2C(=O)O)c1. Reaction SMILES: [CH2:1]([CH3:2])[O:3][C:4](=[O:5])[CH:6]1[N:7]([C:11]([CH2:12][c:13]2[cH:14][c:15]([O:19][CH2:20][c:21]3[n:22][c:23](-[c:27]4[cH:28][cH:29][cH:30][cH:31][cH:32]4)[o:24][c:25]3[CH3:26])[cH:16][cH:17][cH:18]2)=[O:33])[CH2:8][CH2:9][CH2:10]1.[CH3:36][OH:37].[Na+:35].[OH-:34]>>[O:3]=[C:4]([OH:5])[CH:6]1[N:7]([C:11]([CH2:12][c:13]2[cH:14][c:15]([O:19][CH2:20][c:21]3[n:22][c:23](-[c:27]4[cH:28][cH:29][cH:30][cH:31][cH:32]4)[o:24][c:25]3[CH3:26])[cH:16][cH:17][cH:18]2)=[O:33])[CH2:8][CH2:9][CH2:10]1.